From a dataset of the Open Reaction Database (ORD), a public repository of structured organic reaction records. describe an organic reaction: reactants, conditions, products, and yield Starting materials: ClC1=CC(=C(C(=O)OC)C=C1Cl)C=O (Methyl 4,5-dichloro-2-formylbenzoate), C1(=CC=CC=C1)P(C1=CC=CC=C1)(C1=CC=CC=C1)=CC#N ((triphenylphosphoranylidene)acetonitrile). Solvent: C1(=CC=CC=C1)C (toluene). The product is ClC1=CC(=C(C(=O)OC)C=C1Cl)\C=C\C#N ((E)-Methyl 4,5-dichloro-2-(2-cyanovinyl)benzoate). RXN SMILES: [Cl:1][C:2]1[C:11]([Cl:12])=[CH:10][C:5]([C:6]([O:8][CH3:9])=[O:7])=[C:4]([CH:13]=O)[CH:3]=1.C1(P(=[CH:34][C:35]#[N:36])(C2C=CC=CC=2)C2C=CC=CC=2)C=CC=CC=1>C1(C)C=CC=CC=1>[Cl:1][C:2]1[C:11]([Cl:12])=[CH:10][C:5]([C:6]([O:8][CH3:9])=[O:7])=[C:4](/[CH:13]=[CH:34]/[C:35]#[N:36])[CH:3]=1. Reported procedure: A mixture of the product from Example 56C (2.0 g, 8.6 mmol) and (triphenylphosphoranylidene)acetonitrile (2.87 g, 9.5 mmol) in toluene (30 mL) was refluxed for 24 hours. The reaction was cooled to room temperature and filtered through a short plug of silica gel eluting with diethyl ether to remove the triphenyl phosphine oxide. The filtrate was concentrated and the residue was purified via flash chromatography on a silica gel:column (5:95 ethyl acetate:hexane) to afford the title compound and th... Starting materials: CC(C)(C)OC(=O)NC12CCC1CNC2, CC#N, O=C(O)c1cn(C2CC2)c2c(Cl)c(F)c(F)cc2c1=O. The product is CC(C)(C)OC(=O)NC12CCC1CN(c1c(F)cc3c(=O)c(C(=O)O)cn(C4CC4)c3c1Cl)C2. RXN SMILES: [C:1]([CH3:2])([CH3:3])([CH3:4])[O:5][C:6](=[O:7])[NH:8][C:9]12[CH2:10][NH:11][CH2:12][CH:13]1[CH2:14][CH2:15]2.[CH3:36][C:37]#[N:38].[Cl:16][c:17]1[c:18]([F:35])[c:19]([F:34])[cH:20][c:21]2[c:22](=[O:33])[c:23]([C:30](=[O:31])[OH:32])[cH:24][n:25]([CH:27]3[CH2:28][CH2:29]3)[c:26]12>>[C:1]([CH3:2])([CH3:3])([CH3:4])[O:5][C:6](=[O:7])[NH:8][C:9]12[CH2:10][N:11]([c:18]3[c:17]([Cl:16])[c:26]4[c:21]([cH:20][c:19]3[F:34])[c:22](=[O:33])[c:23]([C:30](=[O:31])[OH:32])[cH:24][n:25]4[CH:27]3[CH2:28][CH2:29]3)[CH2:12][CH:13]1[CH2:14][CH2:15]2. The reactants are Brc1nccc2ccccc12, Br. The product is Brc1cnc(Br)c2ccccc12. RXN SMILES: [Br:1][c:2]1[n:3][cH:4][cH:5][c:6]2[cH:7][cH:8][cH:9][cH:10][c:11]12.[BrH:12]>>[Br:1][c:2]1[n:3][cH:4][c:5]([Br:12])[c:6]2[cH:7][cH:8][cH:9][cH:10][c:11]12.